This data is from the Open Reaction Database (ORD), a public repository of structured organic reaction records. The task is: describe an organic reaction: reactants, conditions, products, and yield The reactants are [BH4-].[Na+] (NaBH4), [Br-].FCC[N+]1=CC=C(C=C1)C1=CC(=C(C=C1)[N+](=O)[O-])OC (1-(2-fluoroethyl)-4-[3-(methyloxy)-4-nitrophenyl]pyridinium bromide), CCOC(=O)C (EtOAc). The solvent is CO (MeOH). Conditions: time 2 hour. Yields the product FCCN1CCC(=CC1)C1=CC(=C(C=C1)[N+](=O)[O-])OC (1-(2-fluoroethyl)-4-[3-(methyloxy)-4-nitrophenyl]-1,2,3,6-tetrahydropyridine). Isolated yield 57.1%. As a reaction SMILES: [Br-].[F:2][CH2:3][CH2:4][N+:5]1[CH:10]=[CH:9][C:8]([C:11]2[CH:16]=[CH:15][C:14]([N+:17]([O-:19])=[O:18])=[C:13]([O:20][CH3:21])[CH:12]=2)=[CH:7][CH:6]=1.[BH4-].[Na+].CCOC(C)=O>CO>[F:2][CH2:3][CH2:4][N:5]1[CH2:6][CH:7]=[C:8]([C:11]2[CH:16]=[CH:15][C:14]([N+:17]([O-:19])=[O:18])=[C:13]([O:20][CH3:21])[CH:12]=2)[CH2:9][CH2:10]1 |f:0.1,2.3|. Procedure: To 1-(2-fluoroethyl)-4-[3-(methyloxy)-4-nitrophenyl]pyridinium bromide (2.0 g, 5.6 mmol) in MeOH (10 mL) cooled in an ice bath was added NaBH4 (1.1 g, 28 mmol) at such a rate to control the foaming which occurred. The mixture was stirred for 2 h then rotovaped down. EtOAc (200 mL) was added, and the solution was washed with saturated NaHCO3 solution and H2O. The solution was dried (MgSO4), filtered, rotovaped and purified by silica gel chromatography. The desired fractions were combined and roto...